From a dataset of the Open Reaction Database (ORD), a public repository of structured organic reaction records. describe an organic reaction: reactants, conditions, products, and yield Reactants: [I-].[Na+] (sodium iodide), Cl\C=C\C(CCCCC)=O (1-chloro-trans-1-octen-3-one). The solvent is CC(=O)C (acetone). Yields the product I\C=C\C(CCCCC)=O (1-iodo-trans-1-octen-3-one). RXN SMILES: [I-:1].[Na+].Cl/[CH:4]=[CH:5]/[C:6](=[O:12])[CH2:7][CH2:8][CH2:9][CH2:10][CH3:11]>CC(C)=O>[I:1]/[CH:4]=[CH:5]/[C:6](=[O:12])[CH2:7][CH2:8][CH2:9][CH2:10][CH3:11] |f:0.1|. Reported procedure: A mixture of 54.5 g. (0.364 mole) of sodium iodide and 40 g. (0.249 mole) of 1-chloro-trans-1-octen 3-one (Example 723) in 360 ml. of acetone is stirred and refluxed for 24 hours. The reaction mixture is cooled, filtered and concentrated. The residue is partitioned between water and ether. The organic phase is washed with dilute sodium bicarbonate solution, brine, dried (MgSO4) and evaporated to an oil. This material is used directly without purification. The reactants are O=c1cccnn1-c1ccc(-c2ccc(Br)cc2)cc1, O=C([O-])[O-], C1CCOC1, CC1(C)c2cccc(P(c3ccccc3)c3ccccc3)c2Oc2c(P(c3ccccc3)c3ccccc3)cccc21, CCOC(C)=O, [Cs+], [Cs+], CCOC(=O)N1CC2CCNC2C1, CC(=O)[O-], CC(=O)[O-], [Pd+2]. The product is CCOC(=O)N1CC2CCN(c3ccc(-c4ccc(-n5ncccc5=O)cc4)cc3)C2C1. RXN SMILES: [Br:1][c:2]1[cH:3][cH:4][c:5](-[c:8]2[cH:9][cH:10][c:11](-[n:14]3[n:15][cH:16][cH:17][cH:18][c:19]3=[O:20])[cH:12][cH:13]2)[cH:6][cH:7]1.[C:63](=[O:64])([O-:65])[O-:66].[CH2:82]1[O:83][CH2:84][CH2:85][CH2:86]1.[CH3:21][C:22]1([CH3:23])[c:24]2[cH:25][cH:26][cH:27][c:28]([P:29]([c:30]3[cH:31][cH:32][cH:33][cH:34][cH:35]3)[c:36]3[cH:37][cH:38][cH:39][cH:40][cH:41]3)[c:42]2[O:43][c:44]2[c:45]1[cH:46][cH:47][cH:48][c:49]2[P:50]([c:51]1[cH:52][cH:53][cH:54][cH:55][cH:56]1)[c:57]1[cH:58][cH:59][cH:60][cH:61][cH:62]1.[CH3:87][CH2:88][O:89][C:90]([CH3:91])=[O:92].[Cs+:67].[Cs+:68].[NH:69]1[CH:70]2[CH:71]([CH2:72][CH2:73]1)[CH2:74][N:75]([C:77](=[O:78])[O:79][CH2:80][CH3:81])[CH2:76]2.[O-:94][C:95]([CH3:96])=[O:97].[O-:98][C:99]([CH3:100])=[O:101].[Pd+2:93]>>[c:2]1([N:69]2[CH:70]3[CH:71]([CH2:72][CH2:73]2)[CH2:74][N:75]([C:77](=[O:78])[O:79][CH2:80][CH3:81])[CH2:76]3)[cH:3][cH:4][c:5](-[c:8]2[cH:9][cH:10][c:11](-[n:14]3[n:15][cH:16][cH:17][cH:18][c:19]3=[O:20])[cH:12][cH:13]2)[cH:6][cH:7]1.